This data is from the Open Reaction Database (ORD), a public repository of structured organic reaction records. The task is: describe an organic reaction: reactants, conditions, products, and yield Starting materials: C=C1CC(=O)O1 (diketene), C1(=CC=CC=C1)P(O)C1=CC=CC=C1 (diphenylphosphinous acid), quartz. Yields the product O=C1OC(C1)CP(C1=CC=CC=C1)(C1=CC=CC=C1)=O ((2-oxo-4-oxetanylmethyl)-diphenylphosphine oxide). RXN SMILES: [CH2:1]=[C:2]1[O:6][C:4](=[O:5])[CH2:3]1.[C:7]1([P:13]([C:15]2[CH:20]=[CH:19][CH:18]=[CH:17][CH:16]=2)[OH:14])[CH:12]=[CH:11][CH:10]=[CH:9][CH:8]=1>C1(C)C=CC=CC=1>[O:5]=[C:4]1[CH2:3][CH:2]([CH2:1][P:13](=[O:14])([C:15]2[CH:16]=[CH:17][CH:18]=[CH:19][CH:20]=2)[C:7]2[CH:12]=[CH:11][CH:10]=[CH:9][CH:8]=2)[O:6]1. Procedure details: A mixture of 4.2 parts of diketene, 10.1 parts of diphenylphosphinous acid, 2.3 parts of bis-(t-butylcyclohexyl)-perdicarbonate and 70 parts of toluene was stirred by a stream of nitrogen in a quartz apparatus at room temperature while being irradiated by UV light from a medium pressure mercury lamp. After three hours irradiation, the reaction mixture was filtered, and the filtrate evaporated. The semi-crystalline residue was triturated with a little toluene, and the crystals collected on a filt... Solvent: C1(=CC=CC=C1)C (toluene). Reactants: O=C([O-])O, CCOC(C)=O, COC(CNC1CCN(C(=O)OC(C)(C)C)CC1)OC, Cc1ccccc1, O=C(Cl)Cl, ClCCl, Nc1ccccc1F, [Na+]. Yields the product COC(CN(C(=O)Nc1ccccc1F)C1CCN(C(=O)OC(C)(C)C)CC1)OC. As a reaction SMILES: [C:46](=[O:47])([OH:48])[O-:49].[CH3:12][CH2:13][O:14][C:15](=[O:16])[CH3:17].[CH3:26][O:27][CH:28]([CH2:29][NH:30][CH:31]1[CH2:32][CH2:33][N:34]([C:37](=[O:38])[O:39][C:40]([CH3:41])([CH3:42])[CH3:43])[CH2:35][CH2:36]1)[O:44][CH3:45].[CH3:5][c:6]1[cH:7][cH:8][cH:9][cH:10][cH:11]1.[Cl:1][C:2]([Cl:3])=[O:4].[Cl:51][CH2:52][Cl:53].[NH2:18][c:19]1[cH:20][cH:21][cH:22][cH:23][c:24]1[F:25].[Na+:50]>>[C:2](=[O:4])([NH:18][c:19]1[cH:20][cH:21][cH:22][cH:23][c:24]1[F:25])[N:30]([CH2:29][CH:28]([O:27][CH3:26])[O:44][CH3:45])[CH:31]1[CH2:32][CH2:33][N:34]([C:37](=[O:38])[O:39][C:40]([CH3:41])([CH3:42])[CH3:43])[CH2:35][CH2:36]1. The reactants are C1CCOC1, ClCCCl, O=C1COc2cnc(CO)cc2N1. Product: O=Cc1cc2c(cn1)OCC(=O)N2. RXN SMILES: [CH2:14]1[O:15][CH2:16][CH2:17][CH2:18]1.[Cl:19][CH2:20][CH2:21][Cl:22].[OH:1][CH2:2][c:3]1[cH:4][c:5]2[c:6]([cH:12][n:13]1)[O:7][CH2:8][C:9](=[O:11])[NH:10]2>>[O:1]=[CH:2][c:3]1[cH:4][c:5]2[c:6]([cH:12][n:13]1)[O:7][CH2:8][C:9](=[O:11])[NH:10]2. Reactants: CC#N, CC(CSC(=O)OCCCCCl)C(=O)N1CCCC1C(=O)O, [I-], [Na+]. The product is CC(CSC(=O)OCCCCI)C(=O)N1CCCC1C(=O)O. Reaction SMILES: [CH3:25][C:26]#[N:27].[Cl:1][CH2:2][CH2:3][CH2:4][CH2:5][O:6][C:7](=[O:8])[S:9][CH2:10][CH:11]([C:12](=[O:13])[N:14]1[CH:15]([C:16](=[O:17])[OH:18])[CH2:19][CH2:20][CH2:21]1)[CH3:22].[I-:23].[Na+:24]>>[CH2:2]([CH2:3][CH2:4][CH2:5][O:6][C:7](=[O:8])[S:9][CH2:10][CH:11]([C:12](=[O:13])[N:14]1[CH:15]([C:16](=[O:17])[OH:18])[CH2:19][CH2:20][CH2:21]1)[CH3:22])[I:23]. Starting materials: S(=O)(Cl)Cl (thionyl chloride), C1(=CC=CC=C1)NC(C=COC1=CC=CC=C1)=O.C1(=CC=CC=C1)N=C(C=COC1=CC=CC=C1)SC1=CC=CC=C1 (Phenyl N-phenyl-3-(phenoxy)thioacrylimidate N-phenyl-3-phenoxyacrylamide), C1(=CC=CC=C1)C (toluene). Reagents/catalysts: CN(C)C=O (DMF). The solvent is C(C)N(CC)CC (triethylamine). Reaction conditions: temperature 60 celsius, time 3 hour. The product is C1(=CC=CC=C1)N=C(C=COC1=CC=CC=C1)SC1=CC=CC=C1 (phenyl N-phenyl-3-(phenoxy)thioacrylimidate). Isolated yield 32.1%. As a reaction SMILES: C1(NC(=O)C=COC2C=CC=CC=2)C=CC=CC=1.[C:19]1([N:25]=[C:26]([S:36][C:37]2[CH:42]=[CH:41][CH:40]=[CH:39][CH:38]=2)[CH:27]=[CH:28][O:29][C:30]2[CH:35]=[CH:34][CH:33]=[CH:32][CH:31]=2)[CH:24]=[CH:23][CH:22]=[CH:21][CH:20]=1.C1(C)C=CC=CC=1.S(Cl)(Cl)=O>CN(C=O)C.C(N(CC)CC)C>[C:19]1([N:25]=[C:26]([S:36][C:37]2[CH:42]=[CH:41][CH:40]=[CH:39][CH:38]=2)[CH:27]=[CH:28][O:29][C:30]2[CH:31]=[CH:32][CH:33]=[CH:34][CH:35]=2)[CH:20]=[CH:21][CH:22]=[CH:23][CH:24]=1 |f:0.1|. Procedure: Phenyl N-phenyl-3-(phenoxy)thioacrylimidate N-phenyl-3-phenoxyacrylamide (1.5 g) was suspended to toluene (80 ml), then thionyl chloride (0.82 ml), triethylamine (1.8 ml) and one drop of DMF were added thereto at room temperature. The mixture was stirred on the 60° C. oil bath for three hours. Then it was cooled and filtered off the insoluble matter. The filtrate was concentrated under reduced pressure. The residue was dissolved to DMF (80 ml). Sodium salt of thiophenol (0.82 g) was added to it ... The reactants are CC[O+](CC)CC, ClC(Cl)Cl, ClCCl, F[B-](F)(F)F, [H+], O=C(C=CSc1ccccc1)Nc1ccccc1. Yields the product CCOC(C=CSc1ccccc1)=Nc1ccccc1. As a reaction SMILES: [CH2:22]([CH3:23])[O+:24]([CH2:25][CH3:26])[CH2:27][CH3:28].[CH:35]([Cl:36])([Cl:37])[Cl:38].[Cl:19][CH2:20][Cl:21].[F:29][B-:30]([F:31])([F:32])[F:33].[H+:34].[c:1]1([NH:7][C:8]([CH:9]=[CH:10][S:11][c:12]2[cH:13][cH:14][cH:15][cH:16][cH:17]2)=[O:18])[cH:2][cH:3][cH:4][cH:5][cH:6]1>>[c:1]1([N:7]=[C:8]([CH:9]=[CH:10][S:11][c:12]2[cH:13][cH:14][cH:15][cH:16][cH:17]2)[O:18][CH2:22][CH3:23])[cH:2][cH:3][cH:4][cH:5][cH:6]1.